This data is from the Open Reaction Database (ORD), a public repository of structured organic reaction records. The task is: describe an organic reaction: reactants, conditions, products, and yield The reactants are C1CCOC1, CCOC(C)=O, N#Cc1cccc(Cl)n1, [H-], [Na+], O, SCCCc1ccccc1. The product is N#Cc1cccc(SCCCc2ccccc2)n1. RXN SMILES: [CH2:28]1[O:29][CH2:30][CH2:31][CH2:32]1.[CH3:22][CH2:23][O:24][C:25](=[O:26])[CH3:27].[Cl:13][c:14]1[n:15][c:16]([C:20]#[N:21])[cH:17][cH:18][cH:19]1.[H-:11].[Na+:12].[OH2:33].[c:1]1([CH2:7][CH2:8][CH2:9][SH:10])[cH:2][cH:3][cH:4][cH:5][cH:6]1>>[c:1]1([CH2:7][CH2:8][CH2:9][S:10][c:14]2[n:15][c:16]([C:20]#[N:21])[cH:17][cH:18][cH:19]2)[cH:2][cH:3][cH:4][cH:5][cH:6]1. The reactants are C1(=CC=C(C=C1)OCC1=CC=C(O1)C(=O)O)C1=CC=CC=C1 (5-(biphenyl-4-yloxymethyl)-furan-2-carboxylic acid), C1(=CC=C(C=C1)OCC1=CC=C(O1)C(=O)O)C1=CC=CC=C1 (5-(biphenyl-4-yloxymethyl)-furan-2-carboxylic acid), N1C(C(=O)OCC)CCCC1 (ethyl pipecolinate), Cl.C(C)N=C=NCCCN(C)C (1-ethyl-3-(3-dimethylaminopropyl)-carbodiimide hydrochloride), N,N-dimethylaminopyridine. The solvent is O1CCCC1 (tetrahydrofuran). Product: C(C)OC(=O)C1N(CCCC1)C(=O)C=1OC(=CC1)COC1=CC=C(C=C1)C1=CC=CC=C1 ((rac)-1-[5-(biphenyl-4-yloxymethyl)-furan-2-carbonyl]-piperidine-2-carboxylic acid ethyl ester). Yield: 59.4%. Reaction SMILES: [C:1]1([C:17]2[CH:22]=[CH:21][CH:20]=[CH:19][CH:18]=2)[CH:6]=[CH:5][C:4]([O:7][CH2:8][C:9]2[O:13][C:12]([C:14]([OH:16])=O)=[CH:11][CH:10]=2)=[CH:3][CH:2]=1.[NH:23]1[CH2:33][CH2:32][CH2:31][CH2:30][CH:24]1[C:25]([O:27][CH2:28][CH3:29])=[O:26].Cl.C(N=C=NCCCN(C)C)C>O1CCCC1>[CH2:28]([O:27][C:25]([CH:24]1[CH2:30][CH2:31][CH2:32][CH2:33][N:23]1[C:14]([C:12]1[O:13][C:9]([CH2:8][O:7][C:4]2[CH:3]=[CH:2][C:1]([C:17]3[CH:22]=[CH:21][CH:20]=[CH:19][CH:18]=3)=[CH:6][CH:5]=2)=[CH:10][CH:11]=1)=[O:16])=[O:26])[CH3:29] |f:2.3|. Reported procedure: A solution of 5-(biphenyl-4-yloxymethyl)-furan-2-carboxylic acid (of Intermediate 8; 0.098 g, 0.33 mmol), ethyl pipecolinate (Aldrich-0.139 g 0.88 mmol), 1-ethyl-3-(3-dimethylaminopropyl)-carbodiimide hydrochloride (Avocado; 0.13 g, 0.68 mmol), and N,N-dimethylaminopyridine (0.083 g, 0.68 mmol) in tetrahydrofuran (10 mL) was stirred at room temperature for 16 h. The solvents were evaporated under reduced pressure, and water and ethyl acetate were added. The aqueous phase was extracted three time... The reactants are ClC1=NC(=CC(=N1)C(=O)OC)Cl (methyl 2,6-dichloropyrimidine-4-carboxylate), C1(CC1)C1=CC(=NN1)N (5-cyclopropyl-1H-pyrazol-3-amine), CCN(C(C)C)C(C)C (DIPEA), CS(=O)C (DMSO). Run in O (H2O). Conditions: time 4 hour. Yields the product ClC1=NC(=CC(=N1)C(=O)OC)NC1=NNC(=C1)C1CC1 (methyl 2-chloro-6-(5-cyclopropyl-1H-pyrazol-3-ylamino)pyrimidine-4-carboxylate). Isolated yield 111.5%. As a reaction SMILES: [Cl:1][C:2]1[N:7]=[C:6]([C:8]([O:10][CH3:11])=[O:9])[CH:5]=[C:4](Cl)[N:3]=1.[CH:13]1([C:16]2[NH:20][N:19]=[C:18]([NH2:21])[CH:17]=2)[CH2:15][CH2:14]1.CCN(C(C)C)C(C)C.CS(C)=O>O>[Cl:1][C:2]1[N:7]=[C:6]([C:8]([O:10][CH3:11])=[O:9])[CH:5]=[C:4]([NH:21][C:18]2[CH:17]=[C:16]([CH:13]3[CH2:15][CH2:14]3)[NH:20][N:19]=2)[N:3]=1. Procedure: A round-bottom flask was charged with methyl 2,6-dichloropyrimidine-4-carboxylate (6.9 g, 33.2 mmol), 5-cyclopropyl-1H-pyrazol-3-amine (4.13 g, 33.6 mmol), DIPEA (11.6 mL) and DMSO (40 mL). The reaction was stirred at RT for 4 h then H2O (150 mL) was added. The mixture was vigorously stirred for 20 min, the resulting precipitate was filtered and washed with water, then dried under high vacuum to afford 10.87 g (>100%) of methyl 2-chloro-6-(5-cyclopropyl-1H-pyrazol-3-ylamino)pyrimidine-4-carboxyl... Starting materials: BrC1=C(C=C(C(=C1)[N+](=O)[O-])C)F (1-Bromo-2-fluoro-4-methyl-5-nitrobenzene), C([O-])([O-])=O.[K+].[K+] (potassium carbonate), N1CCOCC1 (morpholine). Solvent: CN(C=O)C (N,N-dimethylformamide), C([O-])(O)=O.[Na+] (sodium bicarbonate). Reaction conditions: time 3 hour. Product: BrC1=C(C=C(C(=C1)[N+](=O)[O-])C)N1CCOCC1 (4-(2-Bromo-5-methyl-4-nitrophenyl)morpholine). Isolated yield 77.2%. As a reaction SMILES: [Br:1][C:2]1[CH:7]=[C:6]([N+:8]([O-:10])=[O:9])[C:5]([CH3:11])=[CH:4][C:3]=1F.C(=O)([O-])[O-].[K+].[K+].[NH:19]1[CH2:24][CH2:23][O:22][CH2:21][CH2:20]1>CN(C)C=O.C(=O)(O)[O-].[Na+]>[Br:1][C:2]1[CH:7]=[C:6]([N+:8]([O-:10])=[O:9])[C:5]([CH3:11])=[CH:4][C:3]=1[N:19]1[CH2:24][CH2:23][O:22][CH2:21][CH2:20]1 |f:1.2.3,6.7|. Reported procedure: 1-Bromo-2-fluoro-4-methyl-5-nitrobenzene (1.0 g, 4.3 mmol) [Aldrich] was stirred in N,N-dimethylformamide (10 mL) with potassium carbonate (1.5 g, 11.0 mmol), and morpholine (0.56 mL, 6.4 mmol) was added. The mixture was stirred for 3 hours and diluted with saturated sodium bicarbonate solution. Extraction with ethyl acetate gave the desired compound (1.0 g, 77%). LCMS for C11H14BrN2O3 (M+H)+: m/z=301.0. The reactants are CC#N, COCC(c1cccc(C(F)(F)F)c1)N1CCNCC1, CCN(C(C)C)C(C)C, O=C(O)C(F)(F)F, COc1ncnc2sc(NC(=O)Oc3ccccc3)nc12. The product is COCC(c1cccc(C(F)(F)F)c1)N1CCN(C(=O)Nc2nc3c(OC)ncnc3s2)CC1. Reaction SMILES: [CH3:58][C:59]#[N:60].[CH3:8][O:9][CH2:10][CH:11]([c:12]1[cH:13][c:14]([C:18]([F:19])([F:20])[F:21])[cH:15][cH:16][cH:17]1)[N:22]1[CH2:23][CH2:24][NH:25][CH2:26][CH2:27]1.[CH:28]([N:29]([CH:30]([CH3:31])[CH3:32])[CH2:33][CH3:34])([CH3:35])[CH3:36].[F:1][C:2]([F:3])([F:4])[C:5]([OH:6])=[O:7].[c:37]1([O:43][C:44](=[O:38])[NH:45][c:46]2[s:47][c:48]3[n:49][cH:50][n:51][c:52]([O:55][CH3:56])[c:53]3[n:54]2)[cH:39][cH:40][cH:41][cH:42][cH:57]1>>[CH3:8][O:9][CH2:10][CH:11]([c:12]1[cH:13][c:14]([C:18]([F:19])([F:20])[F:21])[cH:15][cH:16][cH:17]1)[N:22]1[CH2:23][CH2:24][N:25]([C:44](=[O:43])[NH:45][c:46]2[s:47][c:48]3[n:49][cH:50][n:51][c:52]([O:55][CH3:56])[c:53]3[n:54]2)[CH2:26][CH2:27]1.